Dataset: the Open Reaction Database (ORD), a public repository of structured organic reaction records. Task: describe an organic reaction: reactants, conditions, products, and yield Starting materials: FC=1C(=NC(=NC1NN)C)N1CC(C(C1)(C)C)N(C)C (racemic 1-(5-fluoro-6-hydrazino-2-methyl-4-pyrimidinyl)-N,N,4,4-tetramethyl-3-pyrrolidinamine), C1(CCCC1)C[C@@H](C(=O)O)CN(OCC1=CC=CC=C1)C=O ((2R)-3-cyclopentyl-2-({formyl[(phenylmethyl)oxy]amino}methyl)propanoic acid), CN1CCOCC1 (N-methylmorpholine), ON1N=NC2=C1N=CC=C2 (1-hydroxy-7-azabenzotriazole), C(CCl)Cl (EDC). The solvent is CN(C)C=O (DMF). Run at time 8 hour. Yields the product C1(CCCC1)C[C@H](CN(C=O)OCC1=CC=CC=C1)C(=O)NNC1=NC(=NC(=C1F)N1CC(C(C1)N(C)C)(C)C)C ([(2R)-2-(cyclopentylmethyl)-3-(2-{6-[4-(dimethylamino)-3,3-dimethyl-1-pyrrolidinyl]-5-fluoro-2-methyl-4-pyrimidinyl}hydrazino)-3-oxopropyl][(phenylmethyl)oxy]formamide). Isolated yield 65.1%. Reaction SMILES: [F:1][C:2]1[C:3]([N:11]2[CH2:15][C:14]([CH3:17])([CH3:16])[CH:13]([N:18]([CH3:20])[CH3:19])[CH2:12]2)=[N:4][C:5]([CH3:10])=[N:6][C:7]=1[NH:8][NH2:9].[CH:21]1([CH2:26][C@H:27]([CH2:31][N:32]([CH:41]=[O:42])[O:33][CH2:34][C:35]2[CH:40]=[CH:39][CH:38]=[CH:37][CH:36]=2)[C:28](O)=[O:29])[CH2:25][CH2:24][CH2:23][CH2:22]1.CN1CCOCC1.ON1C2N=CC=CC=2N=N1.C(Cl)CCl>CN(C=O)C>[CH:21]1([CH2:26][C@@H:27]([C:28]([NH:9][NH:8][C:7]2[C:2]([F:1])=[C:3]([N:11]3[CH2:12][CH:13]([N:18]([CH3:20])[CH3:19])[C:14]([CH3:17])([CH3:16])[CH2:15]3)[N:4]=[C:5]([CH3:10])[N:6]=2)=[O:29])[CH2:31][N:32]([O:33][CH2:34][C:35]2[CH:40]=[CH:39][CH:38]=[CH:37][CH:36]=2)[CH:41]=[O:42])[CH2:25][CH2:24][CH2:23][CH2:22]1. Reported procedure: To a solution of racemic 1-(5-fluoro-6-hydrazino-2-methyl-4-pyrimidinyl)-N,N,4,4-tetramethyl-3-pyrrolidinamine (0.0617 g, 0.219 mmol) in DMF (3 mL) was added (2R)-3-cyclopentyl-2-({formyl[(phenylmethyl)oxy]amino}methyl)propanoic acid (0.0637 g, 0.209 mmol), N-methylmorpholine (0.120 mL, 1.091 mmol), 1-hydroxy-7-azabenzotriazole (34 mg, 0.250 mmol), and EDC (48 mg, 0.250 mmol). The solution was stirred overnight and then purified directly by Gilson RPLC to give [(2R)-2-(cyclopentylmethyl)-3-(2-{6... Reactants: CC1(OC[C@H](O1)CN1N=C(C=C1)NC(C(CC(C)C)N1N=CC(=CC1=O)I)=O)C (2-(4-iodo-6-oxo-6H-pyridazin-1-yl)-4-methyl-pentanoic acid [1-((R)-2,2-dimethyl-[1,3]dioxolan-4-ylmethyl)-1H-pyrazol-3-yl]-amide), CC1(OC[C@H](O1)CN1N=C(C=C1)NC(C(CC(C)C)N1N=CC(=CC1=O)I)=O)C (2-(4-iodo-6-oxo-6H-pyridazin-1-yl)-4-methyl-pentanoic acid [1-((R)-2,2-dimethyl-[1,3]dioxolan-4-ylmethyl)-1H-pyrazol-3-yl]-amide), ClC1=C(C=CC=C1OC)O (2-chloro-3-methoxy-phenol). Product: CC1(OC[C@H](O1)CN1N=C(C=C1)NC(C(CC(C)C)N1N=CC(=CC1=O)OC1=C(C(=CC=C1)OC)Cl)=O)C (2-[4-(2-chloro-3-methoxy-phenoxy)-6-oxo-6H-pyridazin-1-yl]-4-methyl-pentanoic acid [1-((R)-2,2-dimethyl-[1,3]dioxolan-4-ylmethyl)-1H-pyrazol-3-yl]-amide). As a reaction SMILES: [CH3:1][C:2]1([CH3:29])[O:6][C@H:5]([CH2:7][N:8]2[CH:12]=[CH:11][C:10]([NH:13][C:14](=[O:28])[CH:15]([N:20]3[C:25](=[O:26])[CH:24]=[C:23](I)[CH:22]=[N:21]3)[CH2:16][CH:17]([CH3:19])[CH3:18])=[N:9]2)[CH2:4][O:3]1.[Cl:30][C:31]1[C:36]([O:37][CH3:38])=[CH:35][CH:34]=[CH:33][C:32]=1[OH:39]>>[CH3:1][C:2]1([CH3:29])[O:6][C@H:5]([CH2:7][N:8]2[CH:12]=[CH:11][C:10]([NH:13][C:14](=[O:28])[CH:15]([N:20]3[C:25](=[O:26])[CH:24]=[C:23]([O:39][C:32]4[CH:33]=[CH:34][CH:35]=[C:36]([O:37][CH3:38])[C:31]=4[Cl:30])[CH:22]=[N:21]3)[CH2:16][CH:17]([CH3:19])[CH3:18])=[N:9]2)[CH2:4][O:3]1. Reported procedure: Using the method described in Example 126, Step 1,2-(4-iodo-6-oxo-6H-pyridazin-1-yl)-4-methyl-pentanoic acid [1-((R)-2,2-dimethyl-[1,3]dioxolan-4-ylmethyl)-1H-pyrazol-3-yl]-amide (Intermediate 94) and 2-chloro-3-methoxy-phenol afforded 2-[4-(2-chloro-3-methoxy-phenoxy)-6-oxo-6H-pyridazin-1-yl]-4-methyl-pentanoic acid [1-((R)-2,2-dimethyl-[1,3]dioxolan-4-ylmethyl)-1H-pyrazol-3-yl]-amide as a white solid as a mixture of diastereomers (42 mg, 77%); ES+-HRMS m/e calcd for C26H32N5O6Cl [M+H+] 546.211... Reactants: FC=1C=CC2=C(C1)C1(NC(NC1=O)=O)CC(O2)C(=O)O (6-fluoro-2,3-dihydro-2',5'-dioxo-spiro[4H-1-benzopyran-4,4'-imidazolidine]-2-carboxylic acid), C(COCCOCCOCCOC)O (3,6,9,12-tetraoxatridecanol), C1(=CC=C(C=C1)S(=O)(=O)O)C (p-toluenesulfonic acid). Run in C1(=CC=CC=C1)C (toluene). Yields the product C(COCCOCCOCCOC)OC(=O)C1OC2=C(C=C(C=C2)F)C2(NC(NC2=O)=O)C1 (6-Fluoro-2,3-dihydro-2',5'-dioxo-spiro[4H-1-benzopyran-4,4'-imidazolidine]-2-carboxylic acid 3,6,9,12-tetraoxatridecyl ester). Reaction SMILES: [F:1][C:2]1[CH:3]=[CH:4][C:5]2[O:17][CH:16]([C:18]([OH:20])=[O:19])[CH2:15][C:8]3([C:12](=[O:13])[NH:11][C:10](=[O:14])[NH:9]3)[C:6]=2[CH:7]=1.[CH2:21](O)[CH2:22][O:23][CH2:24][CH2:25][O:26][CH2:27][CH2:28][O:29][CH2:30][CH2:31][O:32][CH3:33].C1(C)C=CC(S(O)(=O)=O)=CC=1>C1(C)C=CC=CC=1>[CH2:21]([O:19][C:18]([CH:16]1[CH2:15][C:8]2([C:12](=[O:13])[NH:11][C:10](=[O:14])[NH:9]2)[C:6]2[CH:7]=[C:2]([F:1])[CH:3]=[CH:4][C:5]=2[O:17]1)=[O:20])[CH2:22][O:23][CH2:24][CH2:25][O:26][CH2:27][CH2:28][O:29][CH2:30][CH2:31][O:32][CH3:33]. Reported procedure: A mixture consisting of 6-fluoro-2,3-dihydro-2',5'-dioxo-spiro[4H-1-benzopyran-4,4'-imidazolidine]-2-carboxylic acid (2.8 g, 0.01 mol) (obtained through the process as described in Example 1), 3,6,9,12-tetraoxatridecanol (2.1 g, 0.01 mol) and p-toluenesulfonic acid (1.9 g, 0.01 mol) in 80 ml of toluene was heated at reflux temperature for 7.0 hours under a Dean-Stark trap. The reaction mixture was evaporated in vacuo to give a semi-solid residue which was partitioned between 50 ml of chloroform ... Reactants: CC1(C(NCC1)C(=O)N)C (3,3-dimethyl-dl-prolineamide), powder, 3B, N[C@@H](CC1=CNC=N1)C(=O)O (Histidine), N[C@@H](CCC(=O)O)C(=O)O (Glutamic acid), Amino acid. Run in CN(C=O)C (dimethylformamide). Yields the product N1[C@@H](CCC1=O)C(=O)N[C@@H](CC1=CNC=N1)C(=O)N1C(C(=O)N)C(CC1)(C)C (L-Pyroglutamyl-L-histidyl-3,3-dimethyl-dl-prolineamide). RXN SMILES: [CH3:1][C:2]1([CH3:10])[CH2:6][CH2:5][NH:4][CH:3]1[C:7]([NH2:9])=[O:8].[NH2:11][C@H:12]([C:19]([OH:21])=O)[CH2:13][C:14]1[N:18]=[CH:17][NH:16][CH:15]=1.[NH2:22][C@H:23]([C:29]([OH:31])=O)[CH2:24][CH2:25][C:26](O)=[O:27]>CN(C)C=O>[NH:22]1[C:26](=[O:27])[CH2:25][CH2:24][C@H:23]1[C:29]([NH:11][C@H:12]([C:19]([N:4]1[CH2:5][CH2:6][C:2]([CH3:10])([CH3:1])[CH:3]1[C:7]([NH2:9])=[O:8])=[O:21])[CH2:13][C:14]1[N:18]=[CH:17][NH:16][CH:15]=1)=[O:31]. Procedure: This was prepared from 3,3-dimethyl-dl-prolineamide (100 mg) by the method of Example 2(vi) as a white powder (195 mg) m.p. 180° (softening 135°) RF 3B 0.65. Amino acid analysis after acid hydrolysis gave the following ratios: Histidine 1.02, Glutamic acid 0.89 3,3-dimethylproline 1.02 [α]D22 + 5.9° (c = 1, dimethylformamide) Starting materials: NC=1C=C(C#N)C=CN1 (2-amino-isonicotinonitrile), ClCC(=O)CCl (1,3-dichloroacetone). Solvent: C(C)O (ethanol). The product is Cl.ClCC=1N=C2N(C=CC(=C2)C#N)C1 (2-(chloromethyl)imidazo[1,2-a]pyridine-7-carbonitrile hydrochloride). Yield: 115.6%. RXN SMILES: [NH2:1][C:2]1[CH:3]=[C:4]([CH:7]=[CH:8][N:9]=1)[C:5]#[N:6].[Cl:10][CH2:11][C:12]([CH2:14]Cl)=O>C(O)C>[ClH:10].[Cl:10][CH2:11][C:12]1[N:1]=[C:2]2[CH:3]=[C:4]([C:5]#[N:6])[CH:7]=[CH:8][N:9]2[CH:14]=1 |f:3.4|. Reported procedure: To an ethanol 50 mL solution of 2-amino-isonicotinonitrile (5.0 g, 42 mmol) was added 1,3-dichloroacetone (6.93 g, 54.6 mmol). The mixture was heated to reflux for 1.5 hr and cooled to room temperature to give a suspension. The precipitate was collected by suction filtration, washed with dichloromethane and dried to give the title compound (7.2 g). LC/MS: m/z 192(M+H). The reactants are Cl[Sn]Cl (SnCl2), [OH-].[Na+] (NaOH), Cl (HCl), [N+](=O)([O-])C=1C=CC2=C(N=CS2)C1 (5-nitrobenzothiazole). Reaction conditions: temperature 25 celsius, time 1 hour. The product is NC=1C=CC2=C(N=CS2)C1 (5-Aminobenzothiazole). Yield: 88.9%. RXN SMILES: Cl[Sn]Cl.Cl.[N+:5]([C:8]1[CH:9]=[CH:10][C:11]2[S:15][CH:14]=[N:13][C:12]=2[CH:16]=1)([O-])=O.[OH-].[Na+]>>[NH2:5][C:8]1[CH:9]=[CH:10][C:11]2[S:15][CH:14]=[N:13][C:12]=2[CH:16]=1 |f:3.4|. Reported procedure: To a solution of SnCl2 (7.0 g, 8.8 mmol) and 14 mL of con.HCl was added 5-nitrobenzothiazole (0.65 g, 3.6 mmol) in a portion and resulting reaction mixture was stirred for 1 h at 25° C. The reaction mixture was basified with aqueous NaOH and extracted with EtOAc. Combined organic layers were dried over Na2SO4 and concentrated in vacuo, yielding an oil (0.47 g, 3.2 mmol, 89%) which was identified as the amine (>95% pure)and subjected to the following reaction without further purification. The reactants are Oc1ccc(Br)c(F)c1, COS(=O)(=O)OC, CC(C)=O, [K+], [K+], O=C([O-])[O-]. The product is COc1ccc(Br)c(F)c1. Reaction SMILES: [Br:1][c:2]1[c:3]([F:9])[cH:4][c:5]([OH:8])[cH:6][cH:7]1.[CH3:16][O:17][S:18]([O:19][CH3:20])(=[O:21])=[O:22].[CH3:23][C:24](=[O:25])[CH3:26].[K+:10].[K+:11].[O-:12][C:13]([O-:14])=[O:15]>>[Br:1][c:2]1[c:3]([F:9])[cH:4][c:5]([O:8][CH3:13])[cH:6][cH:7]1. Reactants: C(C)OC(=C)C=1C=C2OCCN3C=C(N=C3C2=CC1)C1=NC=NN1CCO (2-{5-[12-(1-ethoxyethenyl)-9-oxa-3,6-diazatricyclo[8.4.0.02,6]tetradeca-1(14),2,4,10,12-pentaen-4-yl]-1H-1,2,4-triazol-1-yl}ethan-1-ol), C1(=CC=C(C=C1)S(=O)(=O)O)C (p-toluenesulfonic acid). Run in CC(=O)C (acetone). Conditions: temperature 60 celsius, time 75 minute. Yields the product OCCN1N=CN=C1C=1N=C2C3=CC=C(C=C3OCCN2C1)C(C)=O (1-{4-[1-(2-hydroxyethyl)-1H-1,2,4-triazol-5-yl]-9-oxa-3,6-diazatricyclo[8.4.0.02,6]tetradeca-1(14),2,4,10,12-pentaen-12-yl}ethan-1-one). Isolated yield 80.4%. RXN SMILES: C([O:3][C:4]([C:6]1[CH:7]=[C:8]2[C:17](=[CH:18][CH:19]=1)[C:16]1[N:12]([CH:13]=[C:14]([C:20]3[N:24]([CH2:25][CH2:26][OH:27])[N:23]=[CH:22][N:21]=3)[N:15]=1)[CH2:11][CH2:10][O:9]2)=[CH2:5])C.C1(C)C=CC(S(O)(=O)=O)=CC=1>CC(C)=O>[OH:27][CH2:26][CH2:25][N:24]1[C:20]([C:14]2[N:15]=[C:16]3[N:12]([CH:13]=2)[CH2:11][CH2:10][O:9][C:8]2[C:17]3=[CH:18][CH:19]=[C:6]([C:4](=[O:3])[CH3:5])[CH:7]=2)=[N:21][CH:22]=[N:23]1. Procedure: A mixture of 2-{5-[12-(1-ethoxyethenyl)-9-oxa-3,6-diazatricyclo[8.4.0.02,6]tetradeca-1(14),2,4,10,12-pentaen-4-yl]-1H-1,2,4-triazol-1-yl}ethan-1-ol (160 mg, 0.440 mmol) and p-toluenesulfonic acid (7.5 mg, 0.044 mmol) in acetone (10 mL) was stirred at 60° C. for 75 minute. The solid was filtered off, the filtrate was purified by reverse phase Combiflash eluting with a 0-40% gradient of CH3CN in 0.3% NH4HCO3 to give 1-{4-[1-(2-hydroxyethyl)-1H-1,2,4-triazol-5-yl]-9-oxa-3,6-diazatricyclo[8.4.0.02,6...